describe an organic reaction: reactants, conditions, products, and yield From a dataset of the Open Reaction Database (ORD), a public repository of structured organic reaction records. The reactants are N1=C2C(=NS1)C(=CC=C2)S(=O)(=O)NC2=C(C(=O)O)C=C(C=C2)Cl (2-(benzo[1,2,5]thiadiazole-4-sulfonylamino)-5-chloro-benzoic acid), Cl.ClC=1C=C(C=CC1Cl)C(CN)C ((±)-2-(3,4-dichloro-phenyl)-propylamine hydrochloride). Yields the product N1=C2C(=NS1)C(=CC=C2)S(=O)(=O)NC2=C(C(=O)NCC(C)C1=CC(=C(C=C1)Cl)Cl)C=C(C=C2)Cl ((±)-2-(Benzo[1,2,5]thiadiazole-4-sulfonylamino)-5-chloro-N-[2-(3,4-dichloro-phenyl)-propyl]-benzamide). As a reaction SMILES: [N:1]1[S:5][N:4]=[C:3]2[C:6]([S:10]([NH:13][C:14]3[CH:22]=[CH:21][C:20]([Cl:23])=[CH:19][C:15]=3[C:16]([OH:18])=O)(=[O:12])=[O:11])=[CH:7][CH:8]=[CH:9][C:2]=12.Cl.[Cl:25][C:26]1[CH:27]=[C:28]([CH:33]([CH3:36])[CH2:34][NH2:35])[CH:29]=[CH:30][C:31]=1[Cl:32]>>[N:1]1[S:5][N:4]=[C:3]2[C:6]([S:10]([NH:13][C:14]3[CH:22]=[CH:21][C:20]([Cl:23])=[CH:19][C:15]=3[C:16]([NH:35][CH2:34][CH:33]([C:28]3[CH:29]=[CH:30][C:31]([Cl:32])=[C:26]([Cl:25])[CH:27]=3)[CH3:36])=[O:18])(=[O:12])=[O:11])=[CH:7][CH:8]=[CH:9][C:2]=12 |f:1.2|. Reported procedure: The title compound was prepared from 2-(benzo[1,2,5]thiadiazole-4-sulfonylamino)-5-chloro-benzoic acid and (±)-2-(3,4-dichloro-phenyl)-propylamine hydrochloride as in EXAMPLE 1, Part C. HPLC: RT=11.76 min. MS (ESI−): mass calcd. for C22H17Cl3N4O3S2, 553.98; m/z found, 553/555 [M−H]−. 1H NMR (400 MHz, CDCl3): 11.05 (s, 1H), 8.30 (dd, J=7.0, 1.0, 1H), 8.21 (d, 8.0, 1H), 7.70-7.66 (m, 1H), 7.65-7.63 (m, 1H), 7.41 (d, J=8.2, 1H), 7.29 (dd, J=4.6, 2.1, 2H), 7.05 (dd, J=9.6, 2.1, 2H), 5.80 (s, 1H), 3.... Reactants: C(C(CO)(CO)N)O (Tris), C(CN(CC(=O)O)CC(=O)O)N(CC(=O)O)CC(=O)O (EDTA), CC1=CC2=C(C=C1C)N(C3=NC(=O)NC(=O)C3=N2)C[C@@H]([C@@H]([C@@H](COP(=O)(O)OP(=O)(O)OC[C@@H]4[C@H]([C@H]([C@@H](O4)N5C=NC6=C5N=CN=C6N)O)O)O)O)O (FAD), C([C@H]([C@@H](CS)O)O)S (DTT), C1=CC(=C[N+](=C1)[C@@H]2[C@H]([C@H]([C@@H](O2)COP(=O)([O-])OP(=O)(O)OC[C@@H]3[C@H]([C@H]([C@@H](O3)N4C=NC5=C4N=CN=C5N)OP(=O)(O)O)O)O)O)C(=O)N (NADPH), C1(=CC=CC=C1)CS(=O)(=O)F (PMSF). Run in C[C@@]12CCC[C@@]([C@H]1CC[C@]34[C@H]2CC[C@@H](C3)C(=C)C4)(C)C(=O)O (kaurenoic acid), C[C@@]12CCC[C@@]([C@H]1CC[C@]34[C@H]2CC[C@@H](C3)C(=C)C4)(C)C(=O)O (kaurenoic acid). Run at time 5 hour. Yields the product C[C@@]12CCC[C@@]([C@H]1CC[C@]34[C@H]2CC[C@H](C3)C(=C)C4)(C)C(=O)O (Ent-Kaurenoic Acid). RXN SMILES: [CH2:1](O)[C:2](N)([CH2:5]O)[CH2:3]O.[CH2:9](S)[C@@H:10](O)[C@H](O)CS.[CH:17]1[CH:22]=[N+]([C@H]2O[C@@H](COP(OP(OC[C@H]3O[C@@H](N4C5N=CN=C(N)C=5N=C4)[C@H](OP(O)(O)=O)[C@@H]3O)(O)=O)([O-])=O)[C@H](O)[C@@H]2O)[CH:20]=[C:19]([C:62](N)=[O:63])[CH:18]=1.[CH3:65][C:66]1[C:71]([CH3:72])=[CH:70][C:69]2N(C[C@H](O)[C@H](O)[C@H](O)COP(OP(OC[C@H]3O[C@@H](N4C5N=CN=C(N)C=5N=C4)[C@H](O)[C@@H]3O)(O)=O)(O)=O)C3C(=N[C:68]=2[CH:67]=1)C(=O)NC(=O)N=3.C(N(CC(O)=O)CC(O)=O)CN(CC(O)=O)CC(O)=[O:123].C1(CS(F)(=O)=O)C=CC=CC=1>C[C@]12[C@@H]3CC[C@@H]4C(C[C@@]3(C4)CC[C@@H]1[C@@](C(O)=O)(C)CCC2)=C>[CH3:1][C@:2]12[C@@H:5]3[CH2:69][CH2:70][C@H:71]4[C:66]([CH2:67][C@@:68]3([CH2:72]4)[CH2:22][CH2:17][C@@H:18]1[C@@:19]([C:62]([OH:63])=[O:123])([CH3:20])[CH2:10][CH2:9][CH2:3]2)=[CH2:65]. Procedure details: For each gene 5 ml of expression culture was pelleted and resuspended in 1 ml of kaurenoic acid assay buffer (100 mM Tris (pH 7.5), 1 mM DTT (dithiothreotol), 0.5 mM NADPH (nicotinamide adenine dinucleotide phosphate), 0.5 mM FAD (flavin-adenine dinucleotide), 0.05 mg/ml kaurenoic acid, 0.05× Complete EDTA-free protease inhibitor cocktail (Roche), 0.4 μM PMSF (phenylmethylsulphonylfluoride)) and incubated at 30° C. for 5 h at 850 rpm in an Eppendorf Thermomixer (Westbury, N.Y.).